Dataset: the Open Reaction Database (ORD), a public repository of structured organic reaction records. Task: describe an organic reaction: reactants, conditions, products, and yield Starting materials: C(C)OC(=O)C=1C=NN(C1)C1=NC2=CC(=C(C=C2C(N1)=O)S(=O)(=O)C1=CC(=C(C=C1)OC)OC)Cl (1-[7-Chloro-6-(3,4-dimethoxy-benzenesulfonyl)-4-oxo-3,4-dihydro-quinazolin-2-yl]-1H-pyrazole-4-carboxylic acid ethyl ester), C1CCOC1 (THF), [OH-].[K+] (KOH), Cl (HCl). The solvent is O (water). Conditions: time 16 hour. Yields the product ClC1=C(C=C2C(NC(=NC2=C1)N1N=CC(=C1)C(=O)O)=O)S(=O)(=O)C1=CC(=C(C=C1)OC)OC (1-[7-chloro-6-(3,4-dimethoxy-benzenesulfonyl)-4-oxo-3,4-dihydro-quinazolin-2-yl]-1H-pyrazole-4-carboxylic acid). The yield is 12.0%. RXN SMILES: C([O:3][C:4]([C:6]1[CH:7]=[N:8][N:9]([C:11]2[NH:20][C:19](=[O:21])[C:18]3[C:13](=[CH:14][C:15]([Cl:35])=[C:16]([S:22]([C:25]4[CH:30]=[CH:29][C:28]([O:31][CH3:32])=[C:27]([O:33][CH3:34])[CH:26]=4)(=[O:24])=[O:23])[CH:17]=3)[N:12]=2)[CH:10]=1)=[O:5])C.C1COCC1.[OH-].[K+].Cl>O>[Cl:35][C:15]1[CH:14]=[C:13]2[C:18]([C:19](=[O:21])[NH:20][C:11]([N:9]3[CH:10]=[C:6]([C:4]([OH:5])=[O:3])[CH:7]=[N:8]3)=[N:12]2)=[CH:17][C:16]=1[S:22]([C:25]1[CH:30]=[CH:29][C:28]([O:31][CH3:32])=[C:27]([O:33][CH3:34])[CH:26]=1)(=[O:24])=[O:23] |f:2.3|. Procedure details: 1-[7-Chloro-6-(3,4-dimethoxy-benzenesulfonyl)-4-oxo-3,4-dihydro-quinazolin-2-yl]-1H-pyrazole-4-carboxylic acid ethyl ester was combined with THF (5 mL), followed by the addition of a solution of aqueous 1M KOH (2.7 mL, 2.7 mmol), and the mixture was stirred for 16 h. The reaction mixture was cooled in an ice bath, then 1M aqueous HCl (5 mL) and water (5 mL) was added. The resulting precipitate was collected and purified by HPLC to furnish the titled compound (16 mg, 12%). MS (Cl): mass calcd. fo... The yield is 55.1%. Solvent: S(O)(O)(=O)=O (sulfuric acid). Procedure details: 85.3 mg of 4-(2-carbamoylethoxy)-3-[(E)-2-(4-fluorophenyl)-vinyl]-1H-indazole-5-carboxylic acid ethyl ester obtained by Example 763 was dissolved in 3 mL of concentrated sulfuric acid, stirred at 35° C. for 16 hours, and then added with ice under ice cooling. The precipitated crystals were collected by filtration, washed with water, and then dried under reduced pressure, to afford 43.7 mg of the title compound as yellow crude crystals. Reaction conditions: temperature 35 celsius, time 16 hour. Reaction SMILES: C([O:3][C:4]([C:6]1[C:7]([O:24][CH2:25][CH2:26][C:27](=[O:29])[NH2:28])=[C:8]2[C:12](=[CH:13][CH:14]=1)[NH:11][N:10]=[C:9]2/[CH:15]=[CH:16]/[C:17]1[CH:22]=[CH:21][C:20]([F:23])=[CH:19][CH:18]=1)=[O:5])C>S(=O)(=O)(O)O>[C:27]([CH2:26][CH2:25][O:24][C:7]1[C:6]([C:4]([OH:5])=[O:3])=[CH:14][CH:13]=[C:12]2[C:8]=1[C:9](/[CH:15]=[CH:16]/[C:17]1[CH:22]=[CH:21][C:20]([F:23])=[CH:19][CH:18]=1)=[N:10][NH:11]2)(=[O:29])[NH2:28]. Reactants: C(C)OC(=O)C=1C(=C2C(=NNC2=CC1)\C=C\C1=CC=C(C=C1)F)OCCC(N)=O (4-(2-Carbamoylethoxy)-3-[(E)-2-(4-fluorophenyl)-vinyl]-1H-indazole-5-carboxylic acid ethyl ester). Product: C(N)(=O)CCOC1=C2C(=NNC2=CC=C1C(=O)O)\C=C\C1=CC=C(C=C1)F (4-(2-Carbamoylethoxy)-3-[(E)-2-(4-fluorophenyl)-vinyl]-1H-indazole-5-carboxylic acid). Starting materials: FC1=CC=C(C(C(=O)OC)=C1)O (methyl 5-fluorosalicylate), FC(C1=CC=C(C=C1)CCO)(F)F (2-(4-trifluoromethyl-phenyl)ethanol), C1(=CC=CC=C1)P(C1=CC=CC=C1)C1=CC=CC=C1 (triphenylphosphine), CCOC(=O)/N=N/C(=O)OCC (DEAD). Run in C1CCOC1 (THF), C1CCOC1 (THF). Run at time 8 hour. Yields the product FC=1C=CC(=C(C(=O)OC)C1)OCCC1=CC=C(C=C1)C(F)(F)F (Methyl 5-fluoro-2-[2-(4-trifluoromethylphenyl)ethoxy]benzoate). As a reaction SMILES: [F:1][C:2]1[CH:11]=[C:6]([C:7]([O:9][CH3:10])=[O:8])[C:5]([OH:12])=[CH:4][CH:3]=1.[F:13][C:14]([F:25])([F:24])[C:15]1[CH:20]=[CH:19][C:18]([CH2:21][CH2:22]O)=[CH:17][CH:16]=1.C1(P(C2C=CC=CC=2)C2C=CC=CC=2)C=CC=CC=1.CCOC(/N=N/C(OCC)=O)=O>C1COCC1>[F:1][C:2]1[CH:3]=[CH:4][C:5]([O:12][CH2:22][CH2:21][C:18]2[CH:17]=[CH:16][C:15]([C:14]([F:13])([F:24])[F:25])=[CH:20][CH:19]=2)=[C:6]([CH:11]=1)[C:7]([O:9][CH3:10])=[O:8]. Procedure details: 1.79 g (10.5 mmol) of methyl 5-fluorosalicylate, 20 g (10.5 mmol) of 2-(4-trifluoromethyl-phenyl)ethanol and 2.76 g (10.5 mmol) of triphenylphosphine are introduced into 50 ml of THF and, at 0° C., a solution of 1.83 g (10.5 mmol) of DEAD in 10 ml of THF is added dropwise. The mixture is stirred at RT overnight and the volatile components are then removed in vacuo. The resulting crude product is purified by chromatography on silica gel (mobile phase: cyclohexane/ethyl acetate 7:1). 2.09 g (58% o... The reactants are CN(CCCl)CCCl, CS(C)=O, Cl, N#CCc1ccccc1Sc1ccc(F)cc1, [H-], [Na+]. Yields the product CN1CCC(C#N)(c2ccccc2Sc2ccc(F)cc2)CC1. As a reaction SMILES: [CH3:21][N:22]([CH2:23][CH2:24][Cl:28])[CH2:26][CH2:27][Cl:25].[CH3:29][S:30]([CH3:31])=[O:32].[ClH:20].[F:3][c:4]1[cH:5][cH:6][c:7]([S:10][c:11]2[c:12]([CH2:13][C:14]#[N:15])[cH:16][cH:17][cH:18][cH:19]2)[cH:8][cH:9]1.[H-:1].[Na+:2]>>[F:3][c:4]1[cH:5][cH:6][c:7]([S:10][c:11]2[c:12]([C:13]3([C:14]#[N:15])[CH2:24][CH2:23][N:22]([CH3:21])[CH2:26][CH2:27]3)[cH:16][cH:17][cH:18][cH:19]2)[cH:8][cH:9]1. Starting materials: [Si](C1=CC=CC=C1)(C1=CC=CC=C1)(C(C)(C)C)OC1=CC=C(OC[C@H](CNCCC2=CC=C(OC3CCN(CC3)C(=O)NCC3=CC=C(C=C3)F)C=C2)O)C=C1 (4-[4-(2-{[(2S)-3-(4-{[tert-butyl(diphenyl)silyl]oxy}phenoxy)-2-hydroxy-propyl]amino}ethyl)phenoxy]-N-(4-fluorobenzyl)-1-piperidinecarboxamide). Run in C(Cl)(Cl)Cl.CO (chloroform methanol). Yields the product FC1=CC=C(CNC(=O)N2CCC(CC2)OC2=CC=C(C=C2)CCNC[C@@H](COC2=CC=C(C=C2)O)O)C=C1 (4-(4-[2-[(2S)2-Hydroxy-3-(4-hydroxy-phenoxy)-propylamino]-ethyl}-phenoxy)-piperidine-1-carboxylic acid 4-fluoro-benzylamide). The yield is 33.7%. Reaction SMILES: [Si]([O:18][C:19]1[CH:56]=[CH:55][C:22]([O:23][CH2:24][C@@H:25]([OH:54])[CH2:26][NH:27][CH2:28][CH2:29][C:30]2[CH:53]=[CH:52][C:33]([O:34][CH:35]3[CH2:40][CH2:39][N:38]([C:41]([NH:43][CH2:44][C:45]4[CH:50]=[CH:49][C:48]([F:51])=[CH:47][CH:46]=4)=[O:42])[CH2:37][CH2:36]3)=[CH:32][CH:31]=2)=[CH:21][CH:20]=1)(C(C)(C)C)(C1C=CC=CC=1)C1C=CC=CC=1>C(Cl)(Cl)Cl.CO>[F:51][C:48]1[CH:47]=[CH:46][C:45]([CH2:44][NH:43][C:41]([N:38]2[CH2:37][CH2:36][CH:35]([O:34][C:33]3[CH:52]=[CH:53][C:30]([CH2:29][CH2:28][NH:27][CH2:26][C@H:25]([OH:54])[CH2:24][O:23][C:22]4[CH:21]=[CH:20][C:19]([OH:18])=[CH:56][CH:55]=4)=[CH:31][CH:32]=3)[CH2:40][CH2:39]2)=[O:42])=[CH:50][CH:49]=1 |f:1.2|. Reported procedure: 4-[4-(2-{[(2S)-3-(4-{[tert-butyl(diphenyl)silyl]oxy}phenoxy)-2-hydroxy-propyl]amino}ethyl)phenoxy]-N-(4-fluorobenzyl)-1-piperidinecarboxamide (0.335 g, 0.43 mmol) was reacted according to Procedure H (eluant: 8:1 chloroform-methanol) to give the title compound (0.09 g, 0.145 mmol). The free base was treated with a solution of anhydrous hydrogen chloride in methanol, followed by diethyl ether and hexane. The precipitate was filtered and, after drying in vacuo overnight, yielded the title compound... Starting materials: ClC1=NC2=CC=C(C=C2C=C1)[N+](=O)[O-] (2-chloro-6-nitro-quinoline), COC1=CC=C(CN)C=C1 (4-methoxy-benzylamine), C(C)(C)N=C=O (isopropyl isocyanate). The product is C(C)(C)NC(=O)NC=1C=C2C=CC(=NC2=CC1)NCC1=CC=C(C=C1)OC (1-Isopropyl-3-[2-(4-methoxy-benzylamino)-quinolin-6-yl]-urea). RXN SMILES: Cl[C:2]1[CH:11]=[CH:10][C:9]2[C:4](=[CH:5][CH:6]=[C:7]([N+:12]([O-])=O)[CH:8]=2)[N:3]=1.[CH3:15][O:16][C:17]1[CH:24]=[CH:23][C:20]([CH2:21][NH2:22])=[CH:19][CH:18]=1.[CH:25]([N:28]=[C:29]=[O:30])([CH3:27])[CH3:26]>>[CH:25]([NH:28][C:29]([NH:12][C:7]1[CH:8]=[C:9]2[C:4](=[CH:5][CH:6]=1)[N:3]=[C:2]([NH:22][CH2:21][C:20]1[CH:23]=[CH:24][C:17]([O:16][CH3:15])=[CH:18][CH:19]=1)[CH:11]=[CH:10]2)=[O:30])([CH3:27])[CH3:26]. Procedure details: The title compound, MS: m/e=365.1 (M+H+), was prepared in accordance with the general method of example 14 from 2-chloro-6-nitro-quinoline, 4-methoxy-benzylamine and isopropyl isocyanate. Starting materials: ClC1=NC=CC(=N1)C=1C=C(CN2[C@H](CN(CC2)C(=O)OC(C)(C)C)C)C=CC1OC ((3S)-tert-butyl 4-(3-(2-chloropyrimidin-4-yl)4-methoxybenzyl)-3-methylpiperazine-1-carboxylate), NCCC1=CC=C(C=C1)O (tyramine), 434. The product is COC1=C(C=C(C=C1)CN1[C@H](CNCC1)C)C1=NC(=NC=C1)NCCC1=CC=C(C=C1)O (4-(2-(4-(2-methoxy-5(((S)-2-methylpiperazin-1-yl)methyl)phenyl)pyrimidin-2-ylamino)ethyl)phenol). RXN SMILES: Cl[C:2]1[N:7]=[C:6]([C:8]2[CH:9]=[C:10]([CH:26]=[CH:27][C:28]=2[O:29][CH3:30])[CH2:11][N:12]2[CH2:17][CH2:16][N:15](C(OC(C)(C)C)=O)[CH2:14][C@@H:13]2[CH3:25])[CH:5]=[CH:4][N:3]=1.[NH2:31][CH2:32][CH2:33][C:34]1[CH:39]=[CH:38][C:37]([OH:40])=[CH:36][CH:35]=1>>[CH3:30][O:29][C:28]1[CH:27]=[CH:26][C:10]([CH2:11][N:12]2[CH2:17][CH2:16][NH:15][CH2:14][C@@H:13]2[CH3:25])=[CH:9][C:8]=1[C:6]1[CH:5]=[CH:4][N:3]=[C:2]([NH:31][CH2:32][CH2:33][C:34]2[CH:39]=[CH:38][C:37]([OH:40])=[CH:36][CH:35]=2)[N:7]=1. Reported procedure: Intermediate 146 from above was coupled with tyramine following procedure F. The product was deprotected by procedure G2. LC-MS showed the product had the expected M+H+ of 434. 1H NMR (Varian 300 MHz, DMSO-d6, shifts relative to the solvent peak at 2.49 ppm) δ 8.4 (d, 1H) 7.8 (s, 1H) 7.3 (d, 1H) 7.1 (m, 3H), 6.6 (m, 3H), 3.9 (s, 3H) 3.6 (m, 4H) 3.5 (d, 2H) 3.43-3.37 (m, 2H) 3.2 (m, 2H) 2.8 (t, 2H), 1.5 (d, 3H). Reactants: [Br-], CC(=O)NC(Cc1cc(F)cc(Br)c1)C(O)C1COC(OCC(C)(C)C)C(C)N1C(=O)OC(C)(C)C, CC(C)CC[Zn+]. The product is CC(=O)NC(Cc1cc(F)cc(CCC(C)C)c1)C(O)C1COC(OCC(C)(C)C)C(C)N1C(=O)OC(C)(C)C. RXN SMILES: [Br-:1].[C:8]([CH3:9])([CH3:10])([CH3:11])[O:12][C:13](=[O:14])[N:15]1[CH:16]([CH3:43])[CH:17]([O:37][CH2:38][C:39]([CH3:40])([CH3:41])[CH3:42])[O:18][CH2:19][CH:20]1[CH:21]([CH:22]([CH2:23][c:24]1[cH:25][c:26]([Br:31])[cH:27][c:28]([F:30])[cH:29]1)[NH:32][C:33]([CH3:34])=[O:35])[OH:36].[CH3:2][CH:3]([CH2:4][CH2:5][Zn+:6])[CH3:7]>>[CH3:2][CH:3]([CH2:4][CH2:5][c:26]1[cH:25][c:24]([CH2:23][CH:22]([CH:21]([CH:20]2[N:15]([C:13]([O:12][C:8]([CH3:9])([CH3:10])[CH3:11])=[O:14])[CH:16]([CH3:43])[CH:17]([O:37][CH2:38][C:39]([CH3:40])([CH3:41])[CH3:42])[O:18][CH2:19]2)[OH:36])[NH:32][C:33]([CH3:34])=[O:35])[cH:29][c:28]([F:30])[cH:27]1)[CH3:7]. The reactants are CC(=O)O, O=c1[nH]nc2n1C=Cc1ccccc1C2. Yields the product O=c1[nH]nc2n1CCc1ccccc1C2. Reaction SMILES: [CH3:16][C:17](=[O:18])[OH:19].[n:1]1[nH:2][c:3](=[O:15])[n:4]2[c:5]1[CH2:6][c:7]1[c:8]([cH:11][cH:12][cH:13][cH:14]1)[CH:9]=[CH:10]2>>[n:1]1[nH:2][c:3](=[O:15])[n:4]2[c:5]1[CH2:6][c:7]1[c:8]([cH:11][cH:12][cH:13][cH:14]1)[CH2:9][CH2:10]2. Reactants: C1CNCCN1, CC(C)(C)[O-], Cc1cccc(C)c1, Nc1cccc(Cl)n1, [Na+], C1CCOC1. Product: Nc1cccc(N2CCNCC2)n1. RXN SMILES: [CH2:9]1[CH2:10][NH:11][CH2:12][CH2:13][NH:14]1.[CH3:15][C:16]([CH3:17])([O-:18])[CH3:19].[CH3:26][c:27]1[cH:28][c:29]([CH3:30])[cH:31][cH:32][cH:33]1.[Cl:1][c:2]1[cH:3][cH:4][cH:5][c:6]([NH2:8])[n:7]1.[Na+:20].[O:21]1[CH2:22][CH2:23][CH2:24][CH2:25]1>>[c:2]1([N:11]2[CH2:10][CH2:9][NH:14][CH2:13][CH2:12]2)[cH:3][cH:4][cH:5][c:6]([NH2:8])[n:7]1.